Dataset: the Open Reaction Database (ORD), a public repository of structured organic reaction records. Task: describe an organic reaction: reactants, conditions, products, and yield Reactants: COc1ccc(P2(=S)SP(=S)(c3ccc(OC)cc3)S2)cc1, CCOC(C)=O, Cc1ccccc1, CC(C)(C)NC(=O)c1ccc([N+](=O)[O-])cc1. Yields the product CC(C)(C)NC(=S)c1ccc([N+](=O)[O-])cc1. RXN SMILES: [CH3:17][O:18][c:19]1[cH:20][cH:21][c:22]([P:23]2(=[S:24])[S:25][P:27](=[S:28])([c:29]3[cH:30][cH:31][c:32]([O:33][CH3:34])[cH:35][cH:36]3)[S:26]2)[cH:37][cH:38]1.[CH3:39][CH2:40][O:41][C:42](=[O:43])[CH3:44].[CH3:45][c:46]1[cH:47][cH:48][cH:49][cH:50][cH:51]1.[N+:1](=[O:2])([O-:3])[c:4]1[cH:5][cH:6][c:7]([C:8](=[O:9])[NH:10][C:11]([CH3:12])([CH3:13])[CH3:14])[cH:15][cH:16]1>>[N+:1](=[O:2])([O-:3])[c:4]1[cH:5][cH:6][c:7]([C:8]([NH:10][C:11]([CH3:12])([CH3:13])[CH3:14])=[S:26])[cH:15][cH:16]1. Product: Cc1cccc(C)c1N(CCC(C)Br)S(C)(=O)=O. Reaction SMILES: [Br:16][CH2:17][CH2:18][CH:19]([CH3:20])[Br:21].[CH3:3][c:4]1[c:5]([NH:11][S:12](=[O:13])(=[O:14])[CH3:15])[c:6]([CH3:10])[cH:7][cH:8][cH:9]1.[H-:1].[Na+:2].[c:22]1([CH3:23])[c:24]([CH3:25])[cH:26][cH:27][cH:28][cH:29]1>>[CH3:3][c:4]1[c:5]([N:11]([S:12](=[O:13])(=[O:14])[CH3:15])[CH2:17][CH2:18][CH:19]([CH3:20])[Br:21])[c:6]([CH3:10])[cH:7][cH:8][cH:9]1. Reactants: CC(Br)CCBr, Cc1cccc(C)c1NS(C)(=O)=O, [H-], [Na+], Cc1ccccc1C. Reactants: Cc1cc(Br)cc(C)c1Sc1nc(Cl)nc(C)c1[N+](=O)[O-], C1CCOC1, CO, N#Cc1ccc(N)cc1, c1ccncc1. The product is Cc1cc(Br)cc(C)c1Sc1nc(Nc2ccc(C#N)cc2)nc(C)c1[N+](=O)[O-]. RXN SMILES: [Br:1][c:2]1[cH:3][c:4]([CH3:21])[c:5]([S:9][c:10]2[n:11][c:12]([Cl:20])[n:13][c:14]([CH3:19])[c:15]2[N+:16](=[O:17])[O-:18])[c:6]([CH3:8])[cH:7]1.[CH2:37]1[O:38][CH2:39][CH2:40][CH2:41]1.[CH3:42][OH:43].[NH2:22][c:23]1[cH:24][cH:25][c:26]([C:27]#[N:28])[cH:29][cH:30]1.[cH:31]1[cH:32][cH:33][n:34][cH:35][cH:36]1>>[Br:1][c:2]1[cH:3][c:4]([CH3:21])[c:5]([S:9][c:10]2[n:11][c:12]([NH:22][c:23]3[cH:24][cH:25][c:26]([C:27]#[N:28])[cH:29][cH:30]3)[n:13][c:14]([CH3:19])[c:15]2[N+:16](=[O:17])[O-:18])[c:6]([CH3:8])[cH:7]1. Starting materials: NC=1C=CC2=C(C1)[C@@]1([C@H](S(C(C(=N1)N(C(OC(C)(C)C)=O)C(=O)OC(C)(C)C)(C)C)(=O)=O)CCO2)CF (tert-butyl N-[(4aR,11bS)-10-amino-11b-(fluoromethyl)-3,3-dimethyl-4,4-dioxo-5,6-dihydro-4aH-[1]benzoxepino[4,5-b][1,4]thiazin-2-yl]-N-tert-butoxycarbonyl-carbamate), ClC=1C=NC2=C(N=CC=C2C1)Cl (3,8-dichloro-1,7-naphthyridine), C(C)(C)O (isopropanol), OS(=O)(=O)O (H2SO4). Run in C(Cl)Cl (DCM), CO (MeOH), [OH-].[Na+] (NaOH). Conditions: temperature 90 celsius. The product is NC1=N[C@]2([C@H](S(C1(C)C)(=O)=O)CCOC1=C2C=C(C=C1)NC=1N=CC=C2C=C(C=NC12)Cl)CF ((4aR,11bS)-2-amino-10-((3-chloro-1,7-naphthyridin-8-yl)amino)-11b-(fluoromethyl)-3,3-dimethyl-4a,5,6,11b-tetrahydro-3H-benzo[6,7]oxepino[4,5-b][1,4]thiazine 4,4-dioxide). Isolated yield 81.6%. Reaction SMILES: [NH2:1][C:2]1[CH:3]=[CH:4][C:5]2[O:35][CH2:34][CH2:33][C@H:9]3[S:10](=[O:32])(=[O:31])[C:11]([CH3:30])([CH3:29])[C:12]([N:14](C(OC(C)(C)C)=O)C(=O)OC(C)(C)C)=[N:13][C@:8]3([CH2:36][F:37])[C:6]=2[CH:7]=1.[Cl:38][C:39]1[CH:40]=[N:41][C:42]2[C:47]([CH:48]=1)=[CH:46][CH:45]=[N:44][C:43]=2Cl.C(O)(C)C.OS(O)(=O)=O>[OH-].[Na+].C(Cl)Cl.CO>[NH2:14][C:12]1[C:11]([CH3:29])([CH3:30])[S:10](=[O:31])(=[O:32])[C@@H:9]2[CH2:33][CH2:34][O:35][C:5]3[CH:4]=[CH:3][C:2]([NH:1][C:43]4[N:44]=[CH:45][CH:46]=[C:47]5[C:42]=4[N:41]=[CH:40][C:39]([Cl:38])=[CH:48]5)=[CH:7][C:6]=3[C@@:8]2([CH2:36][F:37])[N:13]=1 |f:4.5|. Procedure: To a 15-mL reaction vial was added tert-butyl N-[(4aR,11bS)-10-amino-11b-(fluoromethyl)-3,3-dimethyl-4,4-dioxo-5,6-dihydro-4aH-[1]benzoxepino[4,5-b][1,4]thiazin-2-yl]-N-tert-butoxycarbonyl-carbamate (103 mg, 0.190 mmol), 3,8-dichloro-1,7-naphthyridine (41.6 mg, 0.209 mmol), isopropanol (3 mL) and a couple of β-drops of H2SO4. The vial was closed and heated at 90° C. for 1 h. The reaction mixture was allowed to cool to room temperature. The reaction mixture was diluted with 1N NaOH (5 mL) and ext...